This data is from the Open Reaction Database (ORD), a public repository of structured organic reaction records. The task is: describe an organic reaction: reactants, conditions, products, and yield Reactants: NC[C@@H]1[C@H]2C[C@H]2CN1C(=O)C=1N=C(SC1C=1C=C(C=CC1)C)C (((1S,2S,5R)-2-Aminomethyl-3-aza-bicyclo[3.1.0]hex-3-yl)-(2-methyl-5-m-tolyl-thiazol-4-yl)-methanone), C(#N)C1=CC=C(C(=O)O)C=C1 (4-Cyano-benzoic acid). Yields the product C(#N)C1=CC=C(C(=O)NC[C@@H]2[C@H]3C[C@H]3CN2C(=O)C=2N=C(SC2C=2C=C(C=CC2)C)C)C=C1 (4-Cyano-N-[(1S,2S,5R)-3-(2-methyl-5-m-tolyl-thiazole-4-carbonyl)-3-aza-bicyclo[3.1.0]hex-2-ylmethyl]-benzamide). Reaction SMILES: [NH2:1][CH2:2][C@H:3]1[N:8]([C:9]([C:11]2[N:12]=[C:13]([CH3:23])[S:14][C:15]=2[C:16]2[CH:17]=[C:18]([CH3:22])[CH:19]=[CH:20][CH:21]=2)=[O:10])[CH2:7][C@H:6]2[C@@H:4]1[CH2:5]2.[C:24]([C:26]1[CH:34]=[CH:33][C:29]([C:30](O)=[O:31])=[CH:28][CH:27]=1)#[N:25]>>[C:24]([C:26]1[CH:34]=[CH:33][C:29]([C:30]([NH:1][CH2:2][C@H:3]2[N:8]([C:9]([C:11]3[N:12]=[C:13]([CH3:23])[S:14][C:15]=3[C:16]3[CH:17]=[C:18]([CH3:22])[CH:19]=[CH:20][CH:21]=3)=[O:10])[CH2:7][C@H:6]3[C@@H:4]2[CH2:5]3)=[O:31])=[CH:28][CH:27]=1)#[N:25]. Procedure details: prepared by reaction of ((1S,2S,5R)-2-Aminomethyl-3-aza-bicyclo[3.1.0]hex-3-yl)-(2-methyl-5-m-tolyl-thiazol-4-yl)-methanone with 4-Cyano-benzoic acid.